From a dataset of the Open Reaction Database (ORD), a public repository of structured organic reaction records. describe an organic reaction: reactants, conditions, products, and yield Reactants: C(C)(C)(C)OC(=O)N1[C@H](C(=O)NC(C)(C)C)C[C@@H](C1)Cl ((4S)-1-t-butoxycarbonyl-N-t-butyl-4-chloro-L-prolinamide), solution, Cl (hydrogen chloride). The solvent is O1CCOCC1 (dioxane). Product: Cl.C(C)(C)(C)NC([C@H]1NC[C@H](C1)Cl)=O ((4S)-N-t-butyl-4-chloro-L-prolinamide hydrochloride). Reaction SMILES: C(OC([N:8]1[CH2:19][C@@H:18]([Cl:20])[CH2:17][C@H:9]1[C:10]([NH:12][C:13]([CH3:16])([CH3:15])[CH3:14])=[O:11])=O)(C)(C)C.Cl>O1CCOCC1>[ClH:20].[C:13]([NH:12][C:10](=[O:11])[C@@H:9]1[CH2:17][C@H:18]([Cl:20])[CH2:19][NH:8]1)([CH3:16])([CH3:14])[CH3:15] |f:3.4|. Reported procedure: 680 mg (2.23 mmol) of (4S)-1-t-butoxycarbonyl-N-t-butyl-4-chloro-L-prolinamide (prepared as described in Preparation 2) were treated with 10 ml of a 4N solution of hydrogen chloride in dioxane, in order to eliminate the t-butoxycarbonyl group and give (4S)-N-t-butyl-4-chloro-L-prolinamide hydrochloride. The whole of the hydrochloride thus obtained and 880 mg (1.99 mmol) of (2S,3S)-3-(N2 -benzyloxycarbonyl-L-asparaginyl)amino-2-hydroxy-4-phenylbutyric acid (prepared as described in Preparation 1)... Reactants: ice water, S1C(=CC=C1)CN(C(=O)[O-])NC(C)(C)C (2-(thiophen-2-ylmethyl)-t-butylcarbazate), N1C(=CC=C1)C(=O)NC1=NC2=CC(=CC=C2C(C1C(=O)O)=O)Cl (2-pyrrolamido-3-carboxy-7-chloroquinoline-4-one), O1CCCC1 (tetrahydrofuran), C(C)(C)N=C=NC(C)C (diisopropylcarbodiimide). Conditions: time 2.5 hour. Product: ClC=1C=CC=2C(C3=C(NC2C1)C(=NN(C3=O)CC=3SC=CC3)O)=O (7-Chloro-4-hydroxy-2-(thiophen-2-ylmethyl)-1,2,5,10-tetrahydropyridazino[4,5-b]quinoline-1,10-dione). As a reaction SMILES: [S:1]1[CH:5]=[CH:4][CH:3]=[C:2]1[CH2:6][N:7]([NH:11][C:12]([CH3:15])(C)C)[C:8]([O-:10])=O.N1C=CC=C1C(NC1[CH:33](C(O)=O)[C:32](=[O:37])[C:31]2[C:26](=[CH:27][C:28]([Cl:38])=[CH:29][CH:30]=2)[N:25]=1)=O.C(N=C=NC(C)C)(C)C.[O:48]1CCCC1>>[Cl:38][C:28]1[CH:29]=[CH:30][C:31]2[C:32](=[O:37])[C:33]3[C:8](=[O:10])[N:7]([CH2:6][C:2]4[S:1][CH:5]=[CH:4][CH:3]=4)[N:11]=[C:12]([OH:48])[C:15]=3[NH:25][C:26]=2[CH:27]=1. Procedure: To a solution of 2-(thiophen-2-ylmethyl)-t-butylcarbazate (1.0 g, 4.4 mM) and 2-pyrrolamido-3-carboxy-7-chloroquinoline-4-one (1.2 g, 3.6 mM) in tetrahydrofuran (75 mL) stirred at room temperature, was added diisopropylcarbodiimide (0.84 mL, 5.4 mM). This mixture was stirred at room temperature for 2.5 hours, then suction filtered into a second reaction flask. To the filtrate (stirred at room temperature) was added methanesulfonic acid (12 mL, 185 mM). The resulting solution was stirred 17 hours...